This data is from the Open Reaction Database (ORD), a public repository of structured organic reaction records. The task is: describe an organic reaction: reactants, conditions, products, and yield Yields the product FC1=CC=C(C=C1)C(=C(CBr)C1=NN=NN1C)C1=CC=C(C=C1)F (3,3-Bis(4-fluorophenyl)-1-bromo-2-(1-methyl-1H-tetrazol-5-yl)-2-propene). Yield: 93.4%. The reactants are FC1=CC=C(C=C1)C(=C(C)C1=NN=NN1C)C1=CC=C(C=C1)F (1,1-bis(4-fluorophenyl)-2-(1-methyl-1H-tetrazol-5-yl)-1-propene), BrNC(CCC(=O)N)=O (N-bromosuccinamide), N(=NC(C#N)(C)C)C(C#N)(C)C (azobis isobutyronitrile), C(C1=CC=CC=C1)(=O)OOC(C1=CC=CC=C1)=O (benzoyl peroxide). Solvent: C(Cl)(Cl)(Cl)Cl (carbon tetrachloride). Reaction SMILES: [F:1][C:2]1[CH:7]=[CH:6][C:5]([C:8]([C:17]2[CH:22]=[CH:21][C:20]([F:23])=[CH:19][CH:18]=2)=[C:9]([C:11]2[N:15]([CH3:16])[N:14]=[N:13][N:12]=2)[CH3:10])=[CH:4][CH:3]=1.[Br:24]NC(=O)CCC(N)=O.N(C(C)(C)C#N)=NC(C)(C)C#N.C(OOC(=O)C1C=CC=CC=1)(=O)C1C=CC=CC=1>C(Cl)(Cl)(Cl)Cl>[F:1][C:2]1[CH:7]=[CH:6][C:5]([C:8]([C:17]2[CH:18]=[CH:19][C:20]([F:23])=[CH:21][CH:22]=2)=[C:9]([C:11]2[N:15]([CH3:16])[N:14]=[N:13][N:12]=2)[CH2:10][Br:24])=[CH:4][CH:3]=1. Reported procedure: A slurry of 1,1-bis(4-fluorophenyl)-2-(1-methyl-1H-tetrazol-5-yl)-1-propene (61.46 g, 0.197 mole) [prepared in Step C], N-bromosuccinamide (35.06 g, 0.197 mole) and catalytic amount of azobis isobutyronitrile or benzoyl peroxide in carbon tetrachloride (1.2 liters) was heated to reflux in an inert atmosphere for a period of 2 hours. The reaction mixture was cooled to ambient temperature and the solid from the reaction was filtered. The filtrate was concentrated under reduced pressure and the sol... Starting materials: ClCSC1=NN=C(S1)C (5-chloromethylthio-2-methyl-1,3,4-thiadiazole), [I-].[Na+] (sodium iodide). Run in O (water), CC(=O)C (acetone). Reaction conditions: temperature 55 celsius, time 2 hour. The product is ICSC1=NN=C(S1)C (5-iodomethylthio-2-methyl-1,3,4-thiadiazole). Yield: 96.5%. Reaction SMILES: Cl[CH2:2][S:3][C:4]1[S:8][C:7]([CH3:9])=[N:6][N:5]=1.[I-:10].[Na+]>CC(C)=O.O>[I:10][CH2:2][S:3][C:4]1[S:8][C:7]([CH3:9])=[N:6][N:5]=1 |f:1.2|. Procedure details: To a solution of 5-chloromethylthio-2-methyl-1,3,4-thiadiazole (730 mg : 4 mMol.) in acetone (6 ml) is added sodium iodide (1.2 g : 2.0 equivalents : 8 mMol.), and the mixture is stirred at 55° C. for 2 hours. The reaction mixture is diluted with water and extracted with ethyl acetate. The extract is washed with water, dried over sodium sulfate and concentrated to give 5-iodomethylthio-2-methyl-1,3,4-thiadiazole (1.05 g) as yellow oil.